This data is from the Open Reaction Database (ORD), a public repository of structured organic reaction records. The task is: describe an organic reaction: reactants, conditions, products, and yield Reactants: O=C([O-])[O-], CCOC(C)=O, [K+], [K+], N#Cc1ccc([N+](=O)[O-])cc1C#N, CN(C)C=O, O, CCCCCOC(=O)c1ccc(O)cc1. Product: CCCCCOC(=O)c1ccc(Oc2ccc(C#N)c(C#N)c2)cc1. RXN SMILES: [C:29](=[O:30])([O-:31])[O-:32].[CH3:40][CH2:41][O:42][C:43](=[O:44])[CH3:45].[K+:33].[K+:34].[N+:1]([O-:2])(=[O:3])[c:4]1[cH:5][c:6]([C:12]#[N:13])[c:7]([C:8]#[N:9])[cH:10][cH:11]1.[O:35]=[CH:36][N:37]([CH3:38])[CH3:39].[OH2:46].[OH:14][c:15]1[cH:16][cH:17][c:18]([C:19](=[O:20])[O:21][CH2:22][CH2:23][CH2:24][CH2:25][CH3:26])[cH:27][cH:28]1>>[c:4]1([O:14][c:15]2[cH:16][cH:17][c:18]([C:19](=[O:20])[O:21][CH2:22][CH2:23][CH2:24][CH2:25][CH3:26])[cH:27][cH:28]2)[cH:5][c:6]([C:12]#[N:13])[c:7]([C:8]#[N:9])[cH:10][cH:11]1. The reactants are BrCCCCCCCCCCCCO (12-bromo-1-dodecanol), CC(CCCCBr)C (5-methylhexylbromide). Yields the product CC(CCCCCCCCCCCCCCCCO)C (17-methyloctadecan-1-ol). Isolated yield 44.0%. As a reaction SMILES: Br[CH2:2][CH2:3][CH2:4][CH2:5][CH2:6][CH2:7][CH2:8][CH2:9][CH2:10][CH2:11][CH2:12][CH2:13][OH:14].[CH3:15][CH:16]([CH3:22])[CH2:17][CH2:18][CH2:19][CH2:20]Br>>[CH3:15][CH:16]([CH3:22])[CH2:17][CH2:18][CH2:19][CH2:20][CH2:2][CH2:3][CH2:4][CH2:5][CH2:6][CH2:7][CH2:8][CH2:9][CH2:10][CH2:11][CH2:12][CH2:13][OH:14]. Reported procedure: 17-methyloctadecan-1-ol was prepared from 12-bromo-1-dodecanol and 5-methylhexylbromide in 44% yield. 1H NMR δ 0.86 (6H), 1.10-1.40 (32H), 3.64 (2H). The reactants are CC=1C=C(C=CC1)N=C=O (3-methylphenyl isocyanate), O1C(NCC1)=O (2-oxazolidinone), [Al+3].[Cl-].[Cl-].[Cl-] (AlCl3). The solvent is ClCCl (dichloromethane). Conditions: temperature 195 celsius. Yields the product CC=1C=C(C=CC1)N1C(NCC1)=O (N-(3-methylphenyl)-imidazolidinone). Isolated yield 62.0%. As a reaction SMILES: [CH3:1][C:2]1[CH:3]=[C:4]([N:8]=[C:9]=[O:10])[CH:5]=[CH:6][CH:7]=1.O1[CH2:15][CH2:14][NH:13]C1=O.[Al+3].[Cl-].[Cl-].[Cl-]>ClCCl>[CH3:1][C:2]1[CH:3]=[C:4]([N:8]2[CH2:15][CH2:14][NH:13][C:9]2=[O:10])[CH:5]=[CH:6][CH:7]=1 |f:2.3.4.5|. Procedure: A mixture of 3-methylphenyl isocyanate (50 mmoles), 2-oxazolidinone (50 mmoles) and anhydrous AlCl3 (40 mg, 0.3 mmole) is heated at 195° C. for 6 hours with stirring. The reaction mixture is dissolved in dichloromethane and the resulting solution is washed with water twice. The dichloromethane solution is dried and evaporated and the residue distilled at reduced pressure. The distillate is recrystallized from hot hexane to give a yield of 62 percent of the desired product, m.p. 137° C.-138° C.